Dataset: the Open Reaction Database (ORD), a public repository of structured organic reaction records. Task: describe an organic reaction: reactants, conditions, products, and yield Starting materials: BrC1=C(C=C(C(=C1)F)[N+](=O)[O-])F (1-Bromo-2,5-difluoro-4-nitrobenzene), C[O-].[Na+] (sodium methoxide). The solvent is CO (methanol). Run at temperature 60 celsius. Yields the product COC1=C(C=C(C(=C1)Br)F)[N+](=O)[O-] (5-bromo-4-fluoro-2-nitrophenyl methyl ether). Yield: 95.0%. Reaction SMILES: [Br:1][C:2]1[CH:7]=[C:6](F)[C:5]([N+:9]([O-:11])=[O:10])=[CH:4][C:3]=1[F:12].[CH3:13][O-:14].[Na+]>CO>[CH3:13][O:14][C:6]1[CH:7]=[C:2]([Br:1])[C:3]([F:12])=[CH:4][C:5]=1[N+:9]([O-:11])=[O:10] |f:1.2|. Procedure details: 1-Bromo-2,5-difluoro-4-nitrobenzene (15.0 g, 63.0 mmol) was added to a solution of sodium methoxide in methanol (164 mL, 0.5 M, Aldrich). The reaction was heated to 60° C. for 1 h. After cooling to room temperature, the solution was concentrated, and the residue was diluted with water (100 mL) followed by extraction with Ethyl acetate (2×80 mL). The organic phase was dried (Na2SO4) and concentrated to afford 5-bromo-4-fluoro-2-nitrophenyl methyl ether as an orange solid (15.2 g, 95% yield). 1H N... Starting materials: BrC1=C(C=C(C=C1)CO)Cl ((4-bromo-3-chlorophenyl)methanol), [Cr](=O)(=O)([O-])Cl.[NH+]1=CC=CC=C1 (pyridinium chlorochromate). Run in ClCCl (dichloromethane). Reaction conditions: temperature 25 celsius, time 3 hour. The product is BrC1=CC(=C(C=C1)CO)Cl ((4-bromo-2-chlorophenyl)methanol). Reaction SMILES: [Br:1][C:2]1[CH:7]=[CH:6][C:5]([CH2:8][OH:9])=[CH:4][C:3]=1Cl.[Cr]([Cl:15])([O-])(=O)=O.[NH+]1C=CC=CC=1>ClCCl>[Br:1][C:2]1[CH:7]=[CH:6][C:5]([CH2:8][OH:9])=[C:4]([Cl:15])[CH:3]=1 |f:1.2|. Reported procedure: A mixture of (4-bromo-3-chlorophenyl)methanol (2.0 g, 9.0 mmol), pyridinium chlorochromate (2912 mg, 13.5 mmol) in dichloromethane (50 mL0 was stirred at 25° C. for 3 hours. The mixture was concentrated to give a residue. The residue was purified by column chromatography (silica gel, petroleum ethe/ethyl acetate=1:1) to give (4-bromo-2-chlorophenyl)methanol as a white solid (4.12 g g, 81%). 1H NMR (300 MHz, d6-DMSO): δ 9.96 (s, 1H), 7.69 (d, J=8.1, 1H), 7.53 (d, J=0.9, 1H), 7.19 (dd, J1=8.1, 1H ...